The task is: describe an organic reaction: reactants, conditions, products, and yield. This data is from the Open Reaction Database (ORD), a public repository of structured organic reaction records. The reactants are CCOC(=O)c1cc(-c2ccc(N3C(=O)c4[nH]nc(C(C)(C)C)c4C3c3ccccc3OC)cc2)on1, C1CCOC1, CO, Cl, [Na+], [OH-], O. The product is COc1ccccc1C1c2c(C(C)(C)C)n[nH]c2C(=O)N1c1ccc(-c2cc(C(=O)O)no2)cc1. Reaction SMILES: [C:1]([CH3:2])([CH3:3])([CH3:4])[c:5]1[c:6]2[c:7]([nH:8][n:9]1)[C:10](=[O:37])[N:11]([c:21]1[cH:22][cH:23][c:24](-[c:27]3[cH:28][c:29]([C:32](=[O:33])[O:34][CH2:35][CH3:36])[n:30][o:31]3)[cH:25][cH:26]1)[CH:12]2[c:13]1[c:14]([O:19][CH3:20])[cH:15][cH:16][cH:17][cH:18]1.[CH2:44]1[O:45][CH2:46][CH2:47][CH2:48]1.[CH3:38][OH:39].[ClH:42].[Na+:41].[OH-:40].[OH2:43]>>[C:1]([CH3:2])([CH3:3])([CH3:4])[c:5]1[c:6]2[c:7]([nH:8][n:9]1)[C:10](=[O:37])[N:11]([c:21]1[cH:22][cH:23][c:24](-[c:27]3[cH:28][c:29]([C:32](=[O:33])[OH:34])[n:30][o:31]3)[cH:25][cH:26]1)[CH:12]2[c:13]1[c:14]([O:19][CH3:20])[cH:15][cH:16][cH:17][cH:18]1. Starting materials: COc1ccc(Br)c(C(C)C)c1, ClCCl. Product: CC(C)c1cc(O)ccc1Br. As a reaction SMILES: [Br:1][c:2]1[c:3]([CH:10]([CH3:11])[CH3:12])[cH:4][c:5]([O:8][CH3:9])[cH:6][cH:7]1.[Cl:13][CH2:14][Cl:15]>>[Br:1][c:2]1[c:3]([CH:10]([CH3:11])[CH3:12])[cH:4][c:5]([OH:8])[cH:6][cH:7]1. Starting materials: Fc1ccc(-c2cnc(Cl)nn2)cc1, NN, O, c1ccncc1. Yields the product NNc1ncc(-c2ccc(F)cc2)nn1. RXN SMILES: [Cl:4][c:5]1[n:6][n:7][c:8](-[c:11]2[cH:12][cH:13][c:14]([F:17])[cH:15][cH:16]2)[cH:9][n:10]1.[NH2:2][NH2:3].[OH2:1].[cH:18]1[cH:19][cH:20][n:21][cH:22][cH:23]1>>[NH:2]([NH2:3])[c:5]1[n:6][n:7][c:8](-[c:11]2[cH:12][cH:13][c:14]([F:17])[cH:15][cH:16]2)[cH:9][n:10]1. Reactants: N(=O)[O-].[Na+] (sodium nitrite), NC1=C2C(=CC(=NC2=CC(=N1)C1=CC(=C(OCCO)C(=C1)C)C)OC)OC (2-[4-(5-amino-2,4-dimethoxy-[1,6]naphthyridin-7-yl)-2,6-dimethyl-phenoxyl]-ethanol). Procedure: 2-[4-(5-amino-2,4-dimethoxy-[1,6]naphthyridin-7-yl)-2,6-dimethyl-phenoxyl]-ethanol (0.302 g, 0.82 mmol) in water (5 mL) and conc. Hydrochloric acid (3 mL) were mixed with stirring. The reaction mixture was cooled to 0° C. and a solution of sodium nitrite (0.305 g, 4.42 mmol) in water (3 mL) was added dropwise. The reaction mixture was stirred at 0° C. for 40 min. To the reaction mixture was added 1 N hydrochloric acid (10 mL) and heated at 55° C. for 50 min and then stirred at room temperature o... The yield is 26.3%. RXN SMILES: N[C:2]1[N:11]=[C:10]([C:12]2[CH:21]=[C:20]([CH3:22])[C:15]([O:16][CH2:17][CH2:18][OH:19])=[C:14]([CH3:23])[CH:13]=2)[CH:9]=[C:8]2[C:3]=1[C:4]([O:26][CH3:27])=[CH:5][C:6]([O:24][CH3:25])=[N:7]2.N([O-])=[O:29].[Na+]>O.Cl>[OH:19][CH2:18][CH2:17][O:16][C:15]1[C:20]([CH3:22])=[CH:21][C:12]([C:10]2[NH:11][C:2](=[O:29])[C:3]3[C:4]([O:26][CH3:27])=[CH:5][C:6]([O:24][CH3:25])=[N:7][C:8]=3[CH:9]=2)=[CH:13][C:14]=1[CH3:23] |f:1.2|. The solvent is O (water), O (water), Cl (Hydrochloric acid), Cl (hydrochloric acid). Conditions: temperature 0 celsius. The product is OCCOC1=C(C=C(C=C1C)C=1NC(C=2C(=CC(=NC2C1)OC)OC)=O)C (7-(4-(2-hydroxyethoxy)-3,5-dimethylphenyl)-2,4-dimethoxy-1,6-naphthyridin-5(6H)-one). Reactants: CCO, CCO, N#Cc1cnn(C2OC(CO)C(O)C2O)c1N, [NH4+], [OH-], O, OO. The product is NC(=O)c1cnn(C2OC(CO)C(O)C2O)c1N. As a reaction SMILES: [CH2:24]([OH:25])[CH3:26].[CH3:20][CH2:21][OH:22].[NH2:1][c:2]1[c:3]([C:16]#[N:17])[cH:4][n:5][n:6]1[CH:7]1[CH:8]([OH:9])[CH:10]([OH:11])[CH:12]([CH2:14][OH:15])[O:13]1.[NH4+:27].[OH-:28].[OH2:23].[OH:18][OH:19]>>[NH2:1][c:2]1[c:3]([C:16]([NH2:17])=[O:22])[cH:4][n:5][n:6]1[CH:7]1[CH:8]([OH:9])[CH:10]([OH:11])[CH:12]([CH2:14][OH:15])[O:13]1. The reactants are COC[P+](c1ccccc1)(c1ccccc1)c1ccccc1, CCO, [Cl-], O=Cc1cccc(Cl)c1Cl. The product is COC=Cc1cccc(Cl)c1Cl. Reaction SMILES: [CH3:2][O:3][CH2:4][P+:5]([c:6]1[cH:7][cH:8][cH:9][cH:10][cH:11]1)([c:12]1[cH:13][cH:14][cH:15][cH:16][cH:17]1)[c:18]1[cH:19][cH:20][cH:21][cH:22][cH:23]1.[CH3:34][CH2:35][OH:36].[Cl-:1].[Cl:24][c:25]1[c:26]([CH:27]=[O:28])[cH:29][cH:30][cH:31][c:32]1[Cl:33]>>[CH3:2][O:3][CH:4]=[CH:27][c:26]1[c:25]([Cl:24])[c:32]([Cl:33])[cH:31][cH:30][cH:29]1. Reactants: CC(C)(C)OC(=O)OC(C)(C)C, NCCN, C1CCOC1. The product is CC(C)(C)OC(=O)NCCN. Reaction SMILES: [C:1]([O:2][C:3]([CH3:4])([CH3:5])[CH3:6])([O:7][C:8]([CH3:9])([CH3:10])[CH3:11])=[O:12].[NH2:13][CH2:14][CH2:15][NH2:16].[O:17]1[CH2:18][CH2:19][CH2:20][CH2:21]1>>[C:1]([O:7][C:8]([CH3:9])([CH3:10])[CH3:11])(=[O:12])[NH:13][CH2:14][CH2:15][NH2:16]. Reactants: CCOC(=O)c1c(O)c2ccccc2n(Cc2ccccc2)c1=O, CCCCCCNCCCCCC, ClC(Cl)Cl, Cl. Product: CCCCCCN(CCCCCC)C(=O)c1c(O)c2ccccc2n(Cc2ccccc2)c1=O. As a reaction SMILES: [CH2:1]([c:2]1[cH:3][cH:4][cH:5][cH:6][cH:7]1)[n:8]1[c:9](=[O:24])[c:10]([C:19]([O:21][CH2:20][CH3:22])=[O:23])[c:11]([OH:18])[c:12]2[cH:13][cH:14][cH:15][cH:16][c:17]12.[CH2:25]([CH2:26][CH2:27][CH2:28][CH2:29][CH3:30])[NH:31][CH2:32][CH2:33][CH2:34][CH2:35][CH2:36][CH3:37].[CH:39]([Cl:40])([Cl:41])[Cl:42].[ClH:38]>>[CH2:1]([c:2]1[cH:3][cH:4][cH:5][cH:6][cH:7]1)[n:8]1[c:9](=[O:24])[c:10]([C:19](=[O:21])[N:31]([CH2:25][CH2:26][CH2:27][CH2:28][CH2:29][CH3:30])[CH2:32][CH2:33][CH2:34][CH2:35][CH2:36][CH3:37])[c:11]([OH:18])[c:12]2[cH:13][cH:14][cH:15][cH:16][c:17]12.